From a dataset of the Open Reaction Database (ORD), a public repository of structured organic reaction records. describe an organic reaction: reactants, conditions, products, and yield As a reaction SMILES: I[C:2]1[C:10]2[C:5](=[N:6][CH:7]=[C:8]([C:11]3[CH:12]=[C:13]([C:17]([N:19]4[CH2:24][CH2:23][O:22][CH2:21][CH2:20]4)=[O:18])[CH:14]=[CH:15][CH:16]=3)[CH:9]=2)[N:4]([CH2:25][O:26][CH2:27][CH2:28][Si:29]([CH3:32])([CH3:31])[CH3:30])[N:3]=1.[CH3:33][N:34]([CH3:46])[C:35]([C:37]1[CH:38]=[C:39](B(O)O)[CH:40]=[CH:41][CH:42]=1)=[O:36].ClCCl.C(=O)([O-])[O-].[Na+].[Na+]>C(#N)C.O>[CH3:33][N:34]([CH3:46])[C:35](=[O:36])[C:37]1[CH:42]=[CH:41][CH:40]=[C:39]([C:2]2[C:10]3[C:5](=[N:6][CH:7]=[C:8]([C:11]4[CH:16]=[CH:15][CH:14]=[C:13]([C:17]([N:19]5[CH2:24][CH2:23][O:22][CH2:21][CH2:20]5)=[O:18])[CH:12]=4)[CH:9]=3)[N:4]([CH2:25][O:26][CH2:27][CH2:28][Si:29]([CH3:32])([CH3:31])[CH3:30])[N:3]=2)[CH:38]=1 |f:3.4.5|. The product is CN(C(C1=CC(=CC=C1)C1=NN(C2=NC=C(C=C21)C2=CC(=CC=C2)C(=O)N2CCOCC2)COCC[Si](C)(C)C)=O)C (N,N-dimethyl-3-(5-(3-(morpholine-4-carbonyl)phenyl)-1-((2-(trimethylsilyl)ethoxy)methyl)-1H-pyrazolo [3,4-b]pyridin-3-yl)benzamide). Solvent: C(C)#N (acetonitrile), O (water). Conditions: temperature 90 celsius. Reported procedure: A mixture of (3-(3-iodo-1-((2-(trimethylsilyl)ethoxy)methyl)-1H-pyrazolo[3,4-b]pyridin-5-yl)phenyl)(morpholino)methanone (50 mg, 0.089 mmol), 3-(dimethylcarbamoyl)phenylboronic acid (34 mg, 0.177 mmol), [1,1′-Bis(diphenylphosphino)ferrocene]dichloropalladium(II) complex with dichloromethane (3.6 mg, 0.0045 mmol) and sodium carbonate (2M aqueous solution, 0.134 mL, 0.267 mmol) in acetonitrile (1 mL) was heated in a Personal microwave at 90° C. for 30 min. The resulting mixture was diluted with wa... The reactants are IC1=NN(C2=NC=C(C=C21)C=2C=C(C=CC2)C(=O)N2CCOCC2)COCC[Si](C)(C)C ((3-(3-iodo-1-((2-(trimethylsilyl)ethoxy)methyl)-1H-pyrazolo[3,4-b]pyridin-5-yl)phenyl)(morpholino)methanone), CN(C(=O)C=1C=C(C=CC1)B(O)O)C (3-(dimethylcarbamoyl)phenylboronic acid), ClCCl (dichloromethane), C([O-])([O-])=O.[Na+].[Na+] (sodium carbonate).